From a dataset of the Open Reaction Database (ORD), a public repository of structured organic reaction records. describe an organic reaction: reactants, conditions, products, and yield The reactants are BrC1=C(C=CC=C1)CC(=O)O (2-bromophenylacetic acid), FC=1C=C(N)C=CC1OC (3-fluoro-4-methoxyaniline). The product is FC=1C=C(C=CC1OC)NC1=C(C=CC=C1)CC(=O)O (2-[(3-fluoro-4-methoxyphenyl)amino]phenylacetic acid). RXN SMILES: Br[C:2]1[CH:7]=[CH:6][CH:5]=[CH:4][C:3]=1[CH2:8][C:9]([OH:11])=[O:10].[F:12][C:13]1[CH:14]=[C:15]([CH:17]=[CH:18][C:19]=1[O:20][CH3:21])[NH2:16]>>[F:12][C:13]1[CH:14]=[C:15]([NH:16][C:2]2[CH:7]=[CH:6][CH:5]=[CH:4][C:3]=2[CH2:8][C:9]([OH:11])=[O:10])[CH:17]=[CH:18][C:19]=1[O:20][CH3:21]. Reported procedure: In the manner described in example 3, 2-bromophenylacetic acid is condensed with 3-fluoro-4-methoxyaniline to yield 2-[(3-fluoro-4-methoxyphenyl)amino]phenylacetic acid. Reactants: CCN(C(C)C)C(C)C (iPr2NEt), CC1=C(C=CC=C1)P(C2=C(C=CC=C2)C)C3=C(C=CC=C3)C (P(o-tol)3), C(=C)C1=NNC2=CC(=CC=C12)[C@@H]1C[C@@]12C(NC1=CC=CC=C21)=O ((1R*,2S*)-2-(3-vinyl-1H-indazol-6-yl)spiro[cyclopropane-1,3′-indolin]-2′-one), BrC=1C(=NC(=CC1)C)C (3-bromo-2,6-dimethylpyridine). The reagents and catalysts are CC(=O)[O-].CC(=O)[O-].[Pd+2] (Pd(OAc)2). Run in CN(C)C=O (DMF). The product is CC1=NC(=CC=C1/C=C/C1=NNC2=CC(=CC=C12)[C@@H]1C[C@@]12C(NC1=CC=CC=C21)=O)C ((1R*,2S*)-2-(3-((E)-2-(2,6-dimethylpyridin-3-yl)vinyl)-1H-indazol-6-yl)spiro[cyclopropane-1,3′-indolin]-2′-one). Yield: 28.3%. Reaction SMILES: [CH:1]([C:3]1[C:11]2[C:6](=[CH:7][C:8]([C@H:12]3[C@@:14]4([C:22]5[C:17](=[CH:18][CH:19]=[CH:20][CH:21]=5)[NH:16][C:15]4=[O:23])[CH2:13]3)=[CH:9][CH:10]=2)[NH:5][N:4]=1)=[CH2:2].Br[C:25]1[C:26]([CH3:32])=[N:27][C:28]([CH3:31])=[CH:29][CH:30]=1.CCN(C(C)C)C(C)C.CC1C=CC=CC=1P(C1C=CC=CC=1C)C1C=CC=CC=1C>CN(C=O)C.CC([O-])=O.CC([O-])=O.[Pd+2]>[CH3:32][C:26]1[C:25](/[CH:2]=[CH:1]/[C:3]2[C:11]3[C:6](=[CH:7][C:8]([C@H:12]4[C@@:14]5([C:22]6[C:17](=[CH:18][CH:19]=[CH:20][CH:21]=6)[NH:16][C:15]5=[O:23])[CH2:13]4)=[CH:9][CH:10]=3)[NH:5][N:4]=2)=[CH:30][CH:29]=[C:28]([CH3:31])[N:27]=1 |f:5.6.7|. Procedure details: To a mixture of (1R*,2S*)-2-(3-vinyl-1H-indazol-6-yl)spiro[cyclopropane-1,3′-indolin]-2′-one (60 mg, 0.2 mmol) and 3-bromo-2,6-dimethylpyridine (37 mg, 0.2 mmol) in DMF (1.5 mL) was added iPr2NEt (0.07 mL), followed by Pd(OAc)2 (2.2 mg, 0.01 mmol) and P(o-tol)3 (6.7 mg, 0.022 mmol). The resulting mixture was purged with argon, and then microwaved 2 h at 125° C. Purification by prep-HPLC gave the title compound as a light yellow solid (23 mg, 22%). NMR indicated 3% of the branched isomer. 1H NMR ... The solvent is C(C)#N.O1CCCC1 (acetonitrile tetrahydrofuran). Reaction SMILES: [Cl:1][C:2]1[CH:3]=[C:4]2[C:9](=[CH:10][C:11]=1[C:12]([N:14]1[CH2:18][CH2:17][CH2:16][CH2:15]1)=[O:13])[N:8]=[CH:7][N:6]=[C:5]2[NH:19][CH:20]([C:26]1[N:30](C(OC(C)(C)C)=O)[C:29]2[CH:38]=[CH:39][C:40]([Cl:42])=[CH:41][C:28]=2[N:27]=1)[CH2:21][CH2:22][C:23]([OH:25])=O.[CH3:43][N:44]([CH2:46][CH2:47][NH2:48])[CH3:45].CN(C(ON1N=NC2C=CC=CC1=2)=[N+](C)C)C.[B-](F)(F)(F)F.FC(F)(F)C(O)=O>C(#N)C.O1CCCC1>[Cl:1][C:2]1[CH:3]=[C:4]2[C:9](=[CH:10][C:11]=1[C:12]([N:14]1[CH2:15][CH2:16][CH2:17][CH2:18]1)=[O:13])[N:8]=[CH:7][N:6]=[C:5]2[NH:19][CH:20]([C:26]1[NH:30][C:29]2[CH:38]=[CH:39][C:40]([Cl:42])=[CH:41][C:28]=2[N:27]=1)[CH2:21][CH2:22][C:23]([NH:48][CH2:47][CH2:46][N:44]([CH3:45])[CH3:43])=[O:25] |f:2.3,5.6|. The reactants are ClC=1C=C2C(=NC=NC2=CC1C(=O)N1CCCC1)NC(CCC(=O)O)C1=NC2=C(N1C(=O)OC(C)(C)C)C=CC(=C2)Cl (6-chloro-4-[1-(1-tert.-butyloxycarbonyl-5-chloro-1H-benzimidazol-2-yl)-3-hydroxycarbonyl-propyl-amino]-7-(pyrrolidin-1-yl-carbonyl)-quinazoline), CN(C)CCN (dimethylaminoethylamine), CN(C)C(=[N+](C)C)ON1C2=C(C=CC=C2)N=N1.[B-](F)(F)(F)F (TBTU), FC(C(=O)O)(F)F (trifluoroacetic acid). The product is ClC=1C=C2C(=NC=NC2=CC1C(=O)N1CCCC1)NC(CCC(=O)NCCN(C)C)C1=NC2=C(N1)C=CC(=C2)Cl (6-chloro-4-[1-(5-chloro-1H-benzimidazol-2-yl)-3-(dimethylaminoethyl-amino-carbonyl)-propyl-amino]-7-(pyrrolidin-1-yl-carbonyl)-quinazoline). Procedure: Prepared analogously to Example 61 from 6-chloro-4-[1-(1-tert.-butyloxycarbonyl-5-chloro-1H-benzimidazol-2-yl)-3-hydroxycarbonyl-propyl-amino]-7-(pyrrolidin-1-yl-carbonyl)-quinazoline and dimethylaminoethylamine with TBTU in acetonitrile/tetrahydrofuran and subsequent reaction with trifluoroacetic acid. Reactants: [BH4-], [BH4-], CC(=O)O, C1CCOC1, Cl[Co]Cl, O=C1NC(=O)C(=Cc2ccc(OCC(O)c3cccc(F)c3)cc2)S1, [Na+], O, c1ccc(-c2ccccn2)nc1. Yields the product O=C1NC(=O)C(Cc2ccc(OCC(O)c3cccc(F)c3)cc2)S1. RXN SMILES: [BH4-:38].[BH4-:40].[C:50]([OH:51])(=[O:52])[CH3:53].[CH2:41]1[O:42][CH2:43][CH2:44][CH2:45]1.[Co:47]([Cl:48])[Cl:49].[F:1][c:2]1[cH:3][c:4]([CH:8]([CH2:9][O:10][c:11]2[cH:12][cH:13][c:14]([CH:15]=[C:16]3[C:17](=[O:22])[NH:18][C:19](=[O:21])[S:20]3)[cH:23][cH:24]2)[OH:25])[cH:5][cH:6][cH:7]1.[Na+:39].[OH2:46].[n:26]1[cH:27][cH:28][cH:29][cH:30][c:31]1-[c:32]1[cH:33][cH:34][cH:35][cH:36][n:37]1>>[F:1][c:2]1[cH:3][c:4]([CH:8]([CH2:9][O:10][c:11]2[cH:12][cH:13][c:14]([CH2:15][CH:16]3[C:17](=[O:22])[NH:18][C:19](=[O:21])[S:20]3)[cH:23][cH:24]2)[OH:25])[cH:5][cH:6][cH:7]1. The product is CC(=O)Nc1ccc(Sc2ccc(OCC#N)cc2N)cc1. As a reaction SMILES: [Br:20][CH2:21][C:22]#[N:23].[C:24](=[O:25])([O-:26])[O-:27].[K+:28].[K+:29].[NH2:1][c:2]1[c:3]([S:9][c:10]2[cH:11][cH:12][c:13]([NH:16][C:17]([CH3:18])=[O:19])[cH:14][cH:15]2)[cH:4][cH:5][c:6]([OH:8])[cH:7]1.[O:30]=[CH:31][N:32]([CH3:33])[CH3:34]>>[NH2:1][c:2]1[c:3]([S:9][c:10]2[cH:11][cH:12][c:13]([NH:16][C:17]([CH3:18])=[O:19])[cH:14][cH:15]2)[cH:4][cH:5][c:6]([O:8][CH2:21][C:22]#[N:23])[cH:7]1. The reactants are N#CCBr, O=C([O-])[O-], [K+], [K+], CC(=O)Nc1ccc(Sc2ccc(O)cc2N)cc1, CN(C)C=O. Starting materials: CC(=O)O, O, CC(C)(c1cc(Cl)cc(Cl)c1)N1COC(C=NO)=C(c2ccccc2)C1=O. Yields the product CC(=O)ON=CC1=C(c2ccccc2)C(=O)N(C(C)(C)c2cc(Cl)cc(Cl)c2)CO1. RXN SMILES: [CH3:28][C:29]([OH:30])=[O:31].[OH2:32].[OH:1][N:2]=[CH:3][C:4]1=[C:5]([c:22]2[cH:23][cH:24][cH:25][cH:26][cH:27]2)[C:6](=[O:21])[N:7]([C:10]([CH3:11])([c:12]2[cH:13][c:14]([Cl:19])[cH:15][c:16]([Cl:18])[cH:17]2)[CH3:20])[CH2:8][O:9]1>>[O:1]([N:2]=[CH:3][C:4]1=[C:5]([c:22]2[cH:23][cH:24][cH:25][cH:26][cH:27]2)[C:6](=[O:21])[N:7]([C:10]([CH3:11])([c:12]2[cH:13][c:14]([Cl:19])[cH:15][c:16]([Cl:18])[cH:17]2)[CH3:20])[CH2:8][O:9]1)[C:29]([CH3:28])=[O:30]. Reactants: C1(CCCC2=CC=CC=C12)N (1,2,3,4-tetrahydronaphthalen-1-amine), C(=O)(Cl)Cl (phosgene), Cl.CN1CCN(CC1)C1=NC(=NC(=C1)C1=CC=C2CCNCC2=C1)N (4-(4-methylpiperazin-1-yl)-6-(1,2,3,4-tetrahydroisoquinolin-7-yl)pyrimidin-2-amine HCl salt). The product is NC1=NC(=CC(=N1)C1=CC=C2CCN(CC2=C1)C(=O)NC1CCCC2=CC=CC=C12)N1CCN(CC1)C (7-[2-Amino-6-(4-methylpiperazin-1-yl)pyrimidin-4-yl]-N-(1,2,3,4-tetrahydronaphthalen-1-yl)-3,4-dihydroisoquinoline-2(1H)-carboxamide). Reaction SMILES: [CH:1]1([NH2:11])[C:10]2[C:5](=[CH:6][CH:7]=[CH:8][CH:9]=2)[CH2:4][CH2:3][CH2:2]1.[C:12](Cl)(Cl)=[O:13].Cl.[CH3:17][N:18]1[CH2:23][CH2:22][N:21]([C:24]2[CH:29]=[C:28]([C:30]3[CH:39]=[C:38]4[C:33]([CH2:34][CH2:35][NH:36][CH2:37]4)=[CH:32][CH:31]=3)[N:27]=[C:26]([NH2:40])[N:25]=2)[CH2:20][CH2:19]1>>[NH2:40][C:26]1[N:27]=[C:28]([C:30]2[CH:39]=[C:38]3[C:33]([CH2:34][CH2:35][N:36]([C:12]([NH:11][CH:1]4[C:10]5[C:5](=[CH:6][CH:7]=[CH:8][CH:9]=5)[CH2:4][CH2:3][CH2:2]4)=[O:13])[CH2:37]3)=[CH:32][CH:31]=2)[CH:29]=[C:24]([N:21]2[CH2:20][CH2:19][N:18]([CH3:17])[CH2:23][CH2:22]2)[N:25]=1 |f:2.3|. Reported procedure: This compound was prepared by using procedures analogous to those described for the synthesis of Example 40 starting from 1,2,3,4-tetrahydronaphthalen-1-amine (Aldrich, Cat. #247820), phosgene and 4-(4-methylpiperazin-1-yl)-6-(1,2,3,4-tetrahydroisoquinolin-7-yl)pyrimidin-2-amine HCl salt. Analytic LCMS (M+H)+: m/z=498.3.